This data is from the Open Reaction Database (ORD), a public repository of structured organic reaction records. The task is: describe an organic reaction: reactants, conditions, products, and yield Reactants: N1([C@@H](CCC1=O)C(=O)N[C@@H](CC(C)C)C(=O)N1[C@H](C(=O)NCC)CCC1)C(=O)OCC1=CC=CC=C1 (Z-Glp-Leu-Pro-NH-Et). The reagents and catalysts are [Pd] (palladium-on-carbon). The solvent is O (water). Product: N1[C@@H](CCC1=O)C(=O)N[C@@H](CC(C)C)C(=O)N1[C@H](C(=O)NCC)CCC1 (Glp-Leu-Pro-NH-Et). Yield: 66.3%. Reaction SMILES: [N:1]1(C(OCC2C=CC=CC=2)=O)[C:5](=[O:6])[CH2:4][CH2:3][C@H:2]1[C:7]([NH:9][C@H:10]([C:15]([N:17]1[CH2:26][CH2:25][CH2:24][C@H:18]1[C:19]([NH:21][CH2:22][CH3:23])=[O:20])=[O:16])[CH2:11][CH:12]([CH3:14])[CH3:13])=[O:8]>O.[Pd]>[NH:1]1[C:5](=[O:6])[CH2:4][CH2:3][C@H:2]1[C:7]([NH:9][C@H:10]([C:15]([N:17]1[CH2:26][CH2:25][CH2:24][C@H:18]1[C:19]([NH:21][CH2:22][CH3:23])=[O:20])=[O:16])[CH2:11][CH:12]([CH3:14])[CH3:13])=[O:8]. Procedure: 1.07 g (2.14 mmoles) of Z-Glp-Leu-Pro-NH-Et are dissolved in 30 ml of water, 0.25 g of a 10% palladium-on-carbon catalyst are added, and hydrogen is bubbled through the mixture for 1.5 hours. The catalyst is filtered off, the filtrate is evaporated, and the oily residue is dissolved in 20 ml of chloroform. The solution is dried over anhydrous sodium sulfate and then evaporated. A foam-like solid residue is obtained, which is triturated with a mixture of ether and hexane. 0.52 g (66%) of Glp-Leu-... Starting materials: C([O-])([O-])=O.[K+].[K+] (potassium carbonate), C(CC)O (n-propanol), C(C1=CC=CC=C1)(C1=CC=CC=C1)OC1CCN(CC1)CC=1C=CC(=NC1)Cl (5-(4-benzhydryloxypiperidin-1-ylmethyl)-2-chloropyridine). The reagents and catalysts are C(C)(=O)[O-].[Pd+2].C(C)(=O)[O-] (palladium acetate), C1(=CC=CC=C1)P(CCCP(C1=CC=CC=C1)C1=CC=CC=C1)C1=CC=CC=C1 (1,3-bis(diphenylphosphino)propane). The solvent is CN(C=O)C (N,N-dimethylformamide). Conditions: temperature 90 celsius, time 7 hour. Yields the product C(C1=CC=CC=C1)(C1=CC=CC=C1)OC1CCN(CC1)CC=1C=CC(=NC1)C(=O)OCCC (Propyl 5-(4-benzhydryloxypiperidin-1-ylmethyl)pyridine-2-carboxylate). RXN SMILES: [CH:1]([O:14][CH:15]1[CH2:20][CH2:19][N:18]([CH2:21][C:22]2[CH:23]=[CH:24][C:25](Cl)=[N:26][CH:27]=2)[CH2:17][CH2:16]1)([C:8]1[CH:13]=[CH:12][CH:11]=[CH:10][CH:9]=1)[C:2]1[CH:7]=[CH:6][CH:5]=[CH:4][CH:3]=1.[C:29](=[O:32])([O-])[O-:30].[K+].[K+].[CH2:35](O)[CH2:36][CH3:37]>C([O-])(=O)C.[Pd+2].C([O-])(=O)C.C1(P(C2C=CC=CC=2)CCCP(C2C=CC=CC=2)C2C=CC=CC=2)C=CC=CC=1.CN(C)C=O>[CH:1]([O:14][CH:15]1[CH2:20][CH2:19][N:18]([CH2:21][C:22]2[CH:23]=[CH:24][C:25]([C:29]([O:30][CH2:35][CH2:36][CH3:37])=[O:32])=[N:26][CH:27]=2)[CH2:17][CH2:16]1)([C:8]1[CH:13]=[CH:12][CH:11]=[CH:10][CH:9]=1)[C:2]1[CH:7]=[CH:6][CH:5]=[CH:4][CH:3]=1 |f:1.2.3,5.6.7|. Procedure: A mixture of 721 mg of 5-(4-benzhydryloxypiperidin-1-ylmethyl)-2-chloropyridine synthesized in Production Example 36, 21 mg of palladium acetate, 41 mg of 1,3-bis(diphenylphosphino)propane, 380 mg of potassium carbonate, 7.0 mL of n-propanol, and 3.5 mL of N,N-dimethylformamide was stirred under a carbon monoxide atmosphere at an external temperature of 90° C. for 7 hours. After the solvent was distilled off, the mixture was diluted with ethyl acetate. The resulting mixture was thrown into water... The reactants are BrC(Br)(Br)Br, CCOCC, O=C(Nc1ccc(CCO)cc1)C(F)(F)C(F)(F)C(F)(F)F, C1CCOC1, P, c1ccc(P(c2ccccc2)c2ccccc2)cc1. Product: O=C(Nc1ccc(CCBr)cc1)C(F)(F)C(F)(F)C(F)(F)F. As a reaction SMILES: [C:23]([Br:24])([Br:25])([Br:26])[Br:27].[CH3:53][CH2:54][O:55][CH2:56][CH3:57].[F:1][C:2]([C:3](=[O:4])[NH:5][c:6]1[cH:7][cH:8][c:9]([CH2:12][CH2:13][OH:14])[cH:10][cH:11]1)([C:15]([C:16]([F:17])([F:18])[F:19])([F:20])[F:21])[F:22].[O:48]1[CH2:49][CH2:50][CH2:51][CH2:52]1.[PH3:47].[c:28]1([P:29]([c:30]2[cH:31][cH:32][cH:33][cH:34][cH:35]2)[c:36]2[cH:37][cH:38][cH:39][cH:40][cH:41]2)[cH:42][cH:43][cH:44][cH:45][cH:46]1>>[F:1][C:2]([C:3](=[O:4])[NH:5][c:6]1[cH:7][cH:8][c:9]([CH2:12][CH2:13][Br:24])[cH:10][cH:11]1)([C:15]([C:16]([F:17])([F:18])[F:19])([F:20])[F:21])[F:22]. Reactants: N1=C(C=CC=C1)SC=1C=C(C(=NC1)N)OC=1C(=NN(C1C)C)C (5-(Pyridin-2-ylthio)-3-(1,3,5-trimethyl-1H-pyrazol-4-yloxy)pyridin-2-amine), CC1(OC([C@@H](O1)C(=NOS(=O)(=O)C)Cl)(C)C)C ((R)-2,2,5,5-tetramethyl-N-(methylsulfonyloxy)-1,3-dioxolane-4-carbimidoyl chloride), [S-]C#N.[Na+] (sodium thiocyanate), N1=CC=CC=C1 (pyridine). Solvent: C(C)#N (acetonitrile), O (Water). Conditions: temperature 40 celsius, time 8 hour. Yields the product N1=C(C=CC=C1)SC=1C=C(C(=NC1)NC1=NC(=NS1)[C@@H]1OC(OC1(C)C)(C)C)OC=1C(=NN(C1C)C)C ((S)-N-(5-(pyridin-2-ylthio)-3-(1,3,5-trimethyl-1H-pyrazol-4-yloxy)pyridin-2-yl)-3-(2,2,5,5-tetramethyl-1,3-dioxolane-4-yl)-1,2,4-thiadiazol-5-amine). Isolated yield 56.5%. As a reaction SMILES: [CH3:1][C:2]1([CH3:17])[O:6][C@@H:5]([C:7](Cl)=[N:8]OS(C)(=O)=O)[C:4]([CH3:16])([CH3:15])[O:3]1.[S-:18][C:19]#[N:20].[Na+].N1C=CC=CC=1.[N:28]1[CH:33]=[CH:32][CH:31]=[CH:30][C:29]=1[S:34][C:35]1[CH:36]=[C:37]([O:42][C:43]2[C:44]([CH3:50])=[N:45][N:46]([CH3:49])[C:47]=2[CH3:48])[C:38]([NH2:41])=[N:39][CH:40]=1>O.C(#N)C>[N:28]1[CH:33]=[CH:32][CH:31]=[CH:30][C:29]=1[S:34][C:35]1[CH:36]=[C:37]([O:42][C:43]2[C:44]([CH3:50])=[N:45][N:46]([CH3:49])[C:47]=2[CH3:48])[C:38]([NH:41][C:19]2[S:18][N:8]=[C:7]([C@H:5]3[C:4]([CH3:15])([CH3:16])[O:3][C:2]([CH3:1])([CH3:17])[O:6]3)[N:20]=2)=[N:39][CH:40]=1 |f:1.2|. Reported procedure: A flask was charged with (R)-2,2,5,5-tetramethyl-N-(methylsulfonyloxy)-1,3-dioxolane-4-carbimidoyl chloride (0.371 g, 1.30 mmol), sodium thiocyanate (0.0929 g, 1.15 mmol), pyridine (0.278 ml, 3.44 mmol), and acetonitrile (25 mL) and the reaction was heated to 40° C. for 30 minutes. 5-(Pyridin-2-ylthio)-3-(1,3,5-trimethyl-1H-pyrazol-4-yloxy)pyridin-2-amine (0.250 g, 0.764 mmol) was added and the reaction was stirred at 70° C. overnight. Water was added and the reaction was extracted with ethyl ac... Reactants: COc1ccc(CCN)cc1, COCCOC, Nc1nc(OS(=O)(=O)C(F)(F)F)c([N+](=O)[O-])c(-c2ccco2)n1. Reaction SMILES: [CH3:24][O:25][c:26]1[cH:27][cH:28][c:29]([CH2:32][CH2:33][NH2:34])[cH:30][cH:31]1.[CH3:35][O:36][CH2:37][CH2:38][O:39][CH3:40].[NH2:1][c:2]1[n:3][c:4](-[c:19]2[o:20][cH:21][cH:22][cH:23]2)[c:5]([N+:16](=[O:17])[O-:18])[c:6]([O:8][S:9]([C:10]([F:11])([F:12])[F:13])(=[O:14])=[O:15])[n:7]1>>[NH2:1][c:2]1[n:3][c:4](-[c:19]2[o:20][cH:21][cH:22][cH:23]2)[c:5]([N+:16](=[O:17])[O-:18])[c:6]([NH:34][CH2:33][CH2:32][c:29]2[cH:28][cH:27][c:26]([O:25][CH3:24])[cH:31][cH:30]2)[n:7]1. The product is COc1ccc(CCNc2nc(N)nc(-c3ccco3)c2[N+](=O)[O-])cc1. Reactants: COC=1C=C(C2=C(C=CO2)C1)Br (5-methoxy-7-bromobenzofuran), C(C1=CC=CC=C1)N1CC(C(CC1)=O)C (1-benzyl-3-methyl-4-oxo-piperidine). Yields the product C(C1=CC=CC=C1)N1CC(C(CC1)(C1=CC(=CC=2C=COC21)OC)O)C (1-benzyl-3-methyl-4-hydroxy-4-(5-methoxybenzofur-7-yl)piperidine). The yield is 53.8%. Reaction SMILES: [CH3:1][O:2][C:3]1[CH:4]=[C:5](Br)[C:6]2[O:10][CH:9]=[CH:8][C:7]=2[CH:11]=1.[CH2:13]([N:20]1[CH2:25][CH2:24][C:23](=[O:26])[CH:22]([CH3:27])[CH2:21]1)[C:14]1[CH:19]=[CH:18][CH:17]=[CH:16][CH:15]=1>>[CH2:13]([N:20]1[CH2:25][CH2:24][C:23]([OH:26])([C:5]2[C:6]3[O:10][CH:9]=[CH:8][C:7]=3[CH:11]=[C:3]([O:2][CH3:1])[CH:4]=2)[CH:22]([CH3:27])[CH2:21]1)[C:14]1[CH:15]=[CH:16][CH:17]=[CH:18][CH:19]=1. Procedure: Beginning with 4.0 gm (17.6 mMol) 5-methoxy-7-bromobenzofuran and 3.94 gm (19.4 mMol) 1-benzyl-3-methyl-4-oxo-piperidine, 3.33 gm (54%) of the desired compound were recovered essentially as described in EXAMPLE 3. Starting materials: C1=CC=C2C(=C1)C(=CS2)C=O (thianaphthene-3-carboxaldehyde), N(C1=CC=CC=C1)CCC#N (3-anilinopropionitrile). Solvent: O (H2O). Product: N(C1=CC=CC=C1)C=C(C#N)CC=1C2=C(SC1)C=CC=C2 (3-Anilino-2-(3-benzo[b]thienylmethyl)acrylonitrile). As a reaction SMILES: [CH:1]1[CH:6]=[C:5]2[C:7]([CH:10]=O)=[CH:8][S:9][C:4]2=[CH:3][CH:2]=1.[NH:12]([CH2:19][CH2:20][C:21]#[N:22])[C:13]1[CH:18]=[CH:17][CH:16]=[CH:15][CH:14]=1>O>[NH:12]([CH:19]=[C:20]([CH2:10][C:7]1[C:5]2[CH:6]=[CH:1][CH:2]=[CH:3][C:4]=2[S:9][CH:8]=1)[C:21]#[N:22])[C:13]1[CH:18]=[CH:17][CH:16]=[CH:15][CH:14]=1. Procedure: The title compound was prepared from thianaphthene-3-carboxaldehyde (W. J. King and F. F. Nord, J. Org. Chem. 1948, 13, 635) and 3-anilinopropionitrile by the procedure of Example 4A (29%); mp 168°-170° dec. Anal. Calcd for C18H14N2S: 0.1 H2O: C, 73.99; H, 4.90; N, 9.59; S, 10.97. Found: C, 74.03; H, 5.21; N, 9.59; S, 11.01.